This data is from the Open Reaction Database (ORD), a public repository of structured organic reaction records. The task is: describe an organic reaction: reactants, conditions, products, and yield Starting materials: CCN(CC)C(=O)c1cc2nnc(N)n2nc1Cl, CC[O-], CCO, [Na+]. Yields the product CCOc1nn2c(N)nnc2cc1C(=O)N(CC)CC. Reaction SMILES: [CH2:1]([CH3:2])[N:3]([C:4](=[O:5])[c:6]1[cH:7][c:8]2[n:9]([n:10][c:11]1[Cl:12])[c:13]([NH2:16])[n:14][n:15]2)[CH2:17][CH3:18].[CH3:20][CH2:21][O-:22].[CH3:23][CH2:24][OH:25].[Na+:19]>>[CH2:1]([CH3:2])[N:3]([C:4](=[O:5])[c:6]1[cH:7][c:8]2[n:9]([n:10][c:11]1[O:22][CH2:21][CH3:20])[c:13]([NH2:16])[n:14][n:15]2)[CH2:17][CH3:18]. Reactants: C(C)(C)(C)OC(NC(CC1=CNC2=C(C=CC=C12)CS(=O)(=O)C(F)(F)F)(C)C)=O ([1,1-dimethyl-2-(7-trifluoromethanesulfonyhnethyl-1H-indol-3-yl)-ethyl]-carbamic acid tert-butyl ester), C(=C)N1N=CN=C1 (1-vinyl-1,2,4-triazole), Amine. Product: C(C)(C)(C)OC(NC(CC1=CNC2=C(C=CC=C12)C=CN1N=CN=C1)(C)C)=O ({1,1-Dimethyl-2-[7-(2-[1,2,4]triazol-1-yl-vinyl)-1H-indol-3-yl]-ethyl}-carbamic acid tert-butyl ester). As a reaction SMILES: [C:1]([O:5][C:6](=[O:29])[NH:7][C:8]([CH3:28])([CH3:27])[CH2:9][C:10]1[C:18]2[C:13](=[C:14]([CH2:19]S(C(F)(F)F)(=O)=O)[CH:15]=[CH:16][CH:17]=2)[NH:12][CH:11]=1)([CH3:4])([CH3:3])[CH3:2].[CH:30]([N:32]1[CH:36]=[N:35][CH:34]=[N:33]1)=C>>[C:1]([O:5][C:6](=[O:29])[NH:7][C:8]([CH3:28])([CH3:27])[CH2:9][C:10]1[C:18]2[C:13](=[C:14]([CH:19]=[CH:30][N:32]3[CH:36]=[N:35][CH:34]=[N:33]3)[CH:15]=[CH:16][CH:17]=2)[NH:12][CH:11]=1)([CH3:4])([CH3:3])[CH3:2]. Procedure details: {1,1-Dimethyl-2-[7-(2-[1,2,4]triazol-1-yl-vinyl)-1H-indol-3-yl]-ethyl}-carbamic acid tert-butyl ester is prepared from [1,1-dimethyl-2-(7-trifluoromethanesulfonyhnethyl-1H-indol-3-yl)-ethyl]-carbamic acid tert-butyl ester and 1-vinyl-1,2,4-triazole as described for the preparation of Amine 23 (93%). FDMS m/e=381.2 (M++1). The reactants are O=C1SC2=C(N1)C=CC(=C2)NC=2C1=C(N=CN2)NC=C1C(=O)O (4-[(2-Oxo-2,3-dihydro-1,3-benzothiazol-6-yl)amino]-7H-pyrrolo[2,3-d]pyrimidine-5-carboxylic acid), CNC (N-methylmethanamine). Yields the product CN(C(=O)C1=CNC=2N=CN=C(C21)NC2=CC1=C(NC(S1)=O)C=C2)C (N,N-dimethyl-4-[(2-oxo-2,3-dihydro-1,3-benzothiazol-6-yl)amino]-7H-pyrrolo[2,3-d]pyrimidine-5-carboxamide). RXN SMILES: [O:1]=[C:2]1[NH:6][C:5]2[CH:7]=[CH:8][C:9]([NH:11][C:12]3[C:13]4[C:20]([C:21](O)=[O:22])=[CH:19][NH:18][C:14]=4[N:15]=[CH:16][N:17]=3)=[CH:10][C:4]=2[S:3]1.[CH3:24][NH:25][CH3:26]>>[CH3:24][N:25]([CH3:26])[C:21]([C:20]1[C:13]2[C:12]([NH:11][C:9]3[CH:8]=[CH:7][C:5]4[NH:6][C:2](=[O:1])[S:3][C:4]=4[CH:10]=3)=[N:17][CH:16]=[N:15][C:14]=2[NH:18][CH:19]=1)=[O:22]. Procedure: 64.6 mg (178 μmol) 4-[(2-oxo-2,3-dihydro-1,3-benzothiazol-6-yl)amino]-7H-pyrrolo[2,3-d]pyrimidine-5-carboxylic acid (prepared according to example 3) were transformed in analogy to example 4 using N-methylmethanamine to give after working up and purification 32.6 mg (49%) of the title compound. The reactants are C(C)(=O)SCCCN1C(N2N(CC=CC2C(=O)OC)C1=O)=O (methyl 2,3,5,8-tetrahydro-2-(3-acetylthiopropyl)-1,3-dioxo-1H-1,2,4-triazolo[1,2-a]pyridazine-5-carboxylate). The solvent is C(C)(=O)OCC.CCCCCC (ethyl acetate hexane). The product is SCCCN1C(N2N(CC=CC2C(=O)O)C1=O)=O (2,3,5,8-tetrahydro-2-(3-mercaptopropyl)-1,3-dioxo-1H-1,2,4-triazolo[1,2-a]pyridazine-5-carboxylic acid). The yield is 35.0%. As a reaction SMILES: C([S:4][CH2:5][CH2:6][CH2:7][N:8]1[C:20](=[O:21])[N:11]2[CH2:12][CH:13]=[CH:14][CH:15]([C:16]([O:18]C)=[O:17])[N:10]2[C:9]1=[O:22])(=O)C>C(OCC)(=O)C.CCCCCC>[SH:4][CH2:5][CH2:6][CH2:7][N:8]1[C:20](=[O:21])[N:11]2[CH2:12][CH:13]=[CH:14][CH:15]([C:16]([OH:18])=[O:17])[N:10]2[C:9]1=[O:22] |f:1.2|. Procedure details: In a manner analogous to that described in Example 32, from methyl 2,3,5,8-tetrahydro-2-(3-acetylthiopropyl)-1,3-dioxo-1H-1,2,4-triazolo[1,2-a]pyridazine-5-carboxylate there was obtained in 35% yield 2,3,5,8-tetrahydro-2-(3-mercaptopropyl)-1,3-dioxo-1H-1,2,4-triazolo[1,2-a]pyridazine-5-carboxylic acid of melting point 119°-121° C. (from ethyl acetate/hexane).